Dataset: the Open Reaction Database (ORD), a public repository of structured organic reaction records. Task: describe an organic reaction: reactants, conditions, products, and yield The yield is 66.7%. Reported procedure: 5.96 ml (5.96 mmol) of a 1.0M hexane solution of diisobutylaluminum hydride were added dropwise, over a period of 10 minutes, to 14 ml of a tetrahydrofuran solution containing 702 mg (1.49 mmol) of N-[2-t-butyl-5-(2-ethoxycarbonylethyl)phenyl]-2-(9H-xanthen-9-yl)acetamide (prepared as described in Preparation 17) which had previously been cooled at -78° C. The mixture was stirred for 75 minutes at this temperature and then for 45 minutes at room temperature. At the end of this time, the reaction... As a reaction SMILES: CCCCCC.[H-].C([Al+]CC(C)C)C(C)C.[C:17]([C:21]1[CH:26]=[CH:25][C:24]([CH2:27][CH2:28][C:29](OCC)=[O:30])=[CH:23][C:22]=1[NH:34][C:35](=[O:51])[CH2:36][CH:37]1[C:50]2[CH:49]=[CH:48][CH:47]=[CH:46][C:45]=2[O:44][C:43]2[C:38]1=[CH:39][CH:40]=[CH:41][CH:42]=2)([CH3:20])([CH3:19])[CH3:18].Cl>O1CCCC1>[C:17]([C:21]1[CH:26]=[CH:25][C:24]([CH2:27][CH2:28][CH2:29][OH:30])=[CH:23][C:22]=1[NH:34][C:35](=[O:51])[CH2:36][CH:37]1[C:50]2[CH:49]=[CH:48][CH:47]=[CH:46][C:45]=2[O:44][C:43]2[C:38]1=[CH:39][CH:40]=[CH:41][CH:42]=2)([CH3:20])([CH3:18])[CH3:19] |f:1.2|. Run at temperature -78 celsius, time 75 minute. Run in O1CCCC1 (tetrahydrofuran). Reactants: Cl (hydrochloric acid), CCCCCC (hexane), [H-].C(C(C)C)[Al+]CC(C)C (diisobutylaluminum hydride), C(C)(C)(C)C1=C(C=C(C=C1)CCC(=O)OCC)NC(CC1C2=CC=CC=C2OC=2C=CC=CC12)=O (N-[2-t-butyl-5-(2-ethoxycarbonylethyl)phenyl]-2-(9H-xanthen-9-yl)acetamide). Yields the product C(C)(C)(C)C1=C(C=C(C=C1)CCCO)NC(CC1C2=CC=CC=C2OC=2C=CC=CC12)=O (N-[2-t-Butyl-5-(3-hydroxypropyl)phenyl]-2-(9H-xanthen-9-yl)acetamide). The reactants are ClCCl, C1COCCN1, CCN=C=NCCCN(C)C, COC1=C(OC)C(=O)C(Cc2cccc(C(=O)O)c2OCc2ccccc2)=C(C)C1=O, Cl, O. Yields the product COC1=C(OC)C(=O)C(Cc2cccc(C(=O)N3CCOCC3)c2OCc2ccccc2)=C(C)C1=O. As a reaction SMILES: [CH2:19]([Cl:20])[Cl:21].[CH2:1]1[CH2:2][O:3][CH2:4][CH2:5][NH:6]1.[CH2:8]([N:9]=[C:10]=[N:11][CH2:12][CH2:13][CH2:14][N:15]([CH3:16])[CH3:17])[CH3:18].[CH3:22][O:23][C:24]1=[C:29]([O:30][CH3:31])[C:28](=[O:32])[C:27]([CH2:33][c:34]2[c:35]([O:43][CH2:44][c:45]3[cH:46][cH:47][cH:48][cH:49][cH:50]3)[c:36]([C:37](=[O:38])[OH:39])[cH:40][cH:41][cH:42]2)=[C:26]([CH3:51])[C:25]1=[O:52].[ClH:7].[OH2:53]>>[CH2:1]1[CH2:2][O:3][CH2:4][CH2:5][N:6]1[C:37]([c:36]1[c:35]([O:43][CH2:44][c:45]2[cH:46][cH:47][cH:48][cH:49][cH:50]2)[c:34]([CH2:33][C:27]2=[C:26]([CH3:51])[C:25](=[O:52])[C:24]([O:23][CH3:22])=[C:29]([O:30][CH3:31])[C:28]2=[O:32])[cH:42][cH:41][cH:40]1)=[O:38]. The reactants are N1(CCC1)C=1C2=C(N=C(N1)NC1=CC(=C(C=C1)N1C=NC(=C1)Cl)OC)C(CC2)C2=CC=CC=C2 (4-(azetidin-1-yl)-N-(4-(4-chloro-1H-imidazol-1-yl)-3-methoxyphenyl)-7-phenyl-6,7-dihydro-5H-cyclopenta[d]pyrimidin-2-amine), CO (methanol), 6B, CO.C(Cl)(Cl)Cl (methanol chloroform). The solvent is C(=O)=O (CO2). Product: N1(CCC1)C=1C2=C(N=C(N1)NC1=CC(=C(C=C1)N1C=NC(=C1)Cl)OC)[C@H](CC2)C2=CC=CC=C2 ((R)-4-(Azetidin-1-yl)-N-(4-(4-chloro-1H-imidazol-1-yl)-3-methoxyphenyl)-7-phenyl-6,7-dihydro-5H-cyclopenta[d]pyrimidin-2-amine). As a reaction SMILES: [N:1]1([C:5]2[C:6]3[CH2:28][CH2:27][CH:26]([C:29]4[CH:34]=[CH:33][CH:32]=[CH:31][CH:30]=4)[C:7]=3[N:8]=[C:9]([NH:11][C:12]3[CH:17]=[CH:16][C:15]([N:18]4[CH:22]=[C:21]([Cl:23])[N:20]=[CH:19]4)=[C:14]([O:24][CH3:25])[CH:13]=3)[N:10]=2)[CH2:4][CH2:3][CH2:2]1.CO.CO.C(Cl)(Cl)Cl>C(=O)=O>[N:1]1([C:5]2[C:6]3[CH2:28][CH2:27][C@H:26]([C:29]4[CH:30]=[CH:31][CH:32]=[CH:33][CH:34]=4)[C:7]=3[N:8]=[C:9]([NH:11][C:12]3[CH:17]=[CH:16][C:15]([N:18]4[CH:22]=[C:21]([Cl:23])[N:20]=[CH:19]4)=[C:14]([O:24][CH3:25])[CH:13]=3)[N:10]=2)[CH2:4][CH2:3][CH2:2]1 |f:2.3|. Reported procedure: A racemic mixture of 4-(azetidin-1-yl)-N-(4-(4-chloro-1H-imidazol-1-yl)-3-methoxyphenyl)-7-phenyl-6,7-dihydro-5H-cyclopenta[d]pyrimidin-2-amine (Example 6) was purified using chiral SFC to afford peak A (Example 6A) and peak B (Example 6B). SFC Method: Chiralpak OJ-H (4.6×250 mm, 5 μM), 35% methanol (0.1% diethylamine) in CO2, 35° C., flow rate 2.0 mL/min for 30 min, absorbance 268 nm, injection 5 μL of 2 mg/mL solution in 50:50 methanol/chloroform (multiple stacked injections), tR (peak A)=5.9 ... Reactants: CC(=O)[O-], COc1ccc(F)c(F)c1C=O, CO, Cl, NO, [Na+]. The product is COc1ccc(F)c(F)c1C=NO. Reaction SMILES: [CH3:17][C:18](=[O:19])[O-:20].[CH3:1][O:2][c:3]1[c:4]([CH:5]=[O:6])[c:7]([F:12])[c:8]([F:11])[cH:9][cH:10]1.[CH3:21][OH:22].[ClH:13].[NH2:14][OH:15].[Na+:16]>>[CH3:1][O:2][c:3]1[c:4]([CH:5]=[N:14][OH:15])[c:7]([F:12])[c:8]([F:11])[cH:9][cH:10]1. The reactants are COCC1=C(C(=O)OC)C=C(C(=C1)N1C(=NC=C1)C1COCC1)[N+](=O)[O-] (methyl 2-(methoxymethyl)-5-nitro-4-[2-(tetrahydrofuran-3-yl)-1H-imidazol-1-yl]benzoate), [Cl-].[NH4+] (ammonium chloride), O1CCCC1 (tetrahydrofuran), CO (methanol), reduced iron. Solvent: O (water). Reaction conditions: temperature 70 celsius, time 4.5 hour. The product is NC=1C(=CC(=C(C(=O)OC)C1)COC)N1C(=NC=C1)C1COCC1 (methyl 5-amino-2-(methoxymethyl)-4-[2-(tetrahydrofuran-3-yl)-1H-imidazol-1-yl]benzoate). The yield is 86.9%. RXN SMILES: [CH3:1][O:2][CH2:3][C:4]1[CH:13]=[C:12]([N:14]2[CH:18]=[CH:17][N:16]=[C:15]2[CH:19]2[CH2:23][CH2:22][O:21][CH2:20]2)[C:11]([N+:24]([O-])=O)=[CH:10][C:5]=1[C:6]([O:8][CH3:9])=[O:7].[Cl-].[NH4+].O1CCCC1.CO>O>[NH2:24][C:11]1[C:12]([N:14]2[CH:18]=[CH:17][N:16]=[C:15]2[CH:19]2[CH2:23][CH2:22][O:21][CH2:20]2)=[CH:13][C:4]([CH2:3][O:2][CH3:1])=[C:5]([CH:10]=1)[C:6]([O:8][CH3:9])=[O:7] |f:1.2|. Procedure details: To a mixture of 6.65 g of methyl 2-(methoxymethyl)-5-nitro-4-[2-(tetrahydrofuran-3-yl)-1H-imidazol-1-yl]benzoate, 980 mg of ammonium chloride, 33.0 mL of tetrahydrofuran, 66.0 mL of methanol, and 33.0 mL of water was added 4.8 g of reduced iron, followed by stirring at 70° C. for 4.5 hours. The insoluble matter was filtered through celite. The filtrate was concentrated, and water and ethyl acetate were added thereto, followed by extraction with ethyl acetate. The organic layer was washed with sa... Starting materials: C(C(=O)O)(=O)O.C(C)(C)(C)OC(CN1C([C@@H](NCC1)CCCCNC(=O)OC(C)(C)C)=O)=O ((S)-3-(4-t-butoxycarbonylaminobutyl)-2-oxopiperazine-1-acetic acid t-butyl ester oxalate), N([C@@H](CC1=CC=C(C=C1)OC)C(=O)O)C(=O)OCC1=CC=CC=C1 (N-Z-Tyr(OMe)-OH). The product is C(C)(C)(C)OC(CN1C([C@@H](N(CC1)C([C@H](CC1=CC=C(C=C1)OC)NC(=O)OCC1=CC=CC=C1)=O)CCCCNC(=O)OC(C)(C)C)=O)=O ((S,S)-4-{2-Benzyloxycarbonylamino-3-(4-methoxyphenyl)-propionyl}-3-(4-t-butoxycarbonylaminobutyl)-2-oxopiperazine-1-acetic acid t-butyl ester). As a reaction SMILES: C(O)(=O)C(O)=O.[C:7]([O:11][C:12](=[O:33])[CH2:13][N:14]1[CH2:19][CH2:18][NH:17][C@@H:16]([CH2:20][CH2:21][CH2:22][CH2:23][NH:24][C:25]([O:27][C:28]([CH3:31])([CH3:30])[CH3:29])=[O:26])[C:15]1=[O:32])([CH3:10])([CH3:9])[CH3:8].[NH:34]([C:48]([O:50][CH2:51][C:52]1[CH:57]=[CH:56][CH:55]=[CH:54][CH:53]=1)=[O:49])[C@H:35]([C:45](O)=[O:46])[CH2:36][C:37]1[CH:42]=[CH:41][C:40]([O:43][CH3:44])=[CH:39][CH:38]=1>>[C:7]([O:11][C:12](=[O:33])[CH2:13][N:14]1[CH2:19][CH2:18][N:17]([C:45](=[O:46])[C@@H:35]([NH:34][C:48]([O:50][CH2:51][C:52]2[CH:57]=[CH:56][CH:55]=[CH:54][CH:53]=2)=[O:49])[CH2:36][C:37]2[CH:38]=[CH:39][C:40]([O:43][CH3:44])=[CH:41][CH:42]=2)[C@@H:16]([CH2:20][CH2:21][CH2:22][CH2:23][NH:24][C:25]([O:27][C:28]([CH3:31])([CH3:30])[CH3:29])=[O:26])[C:15]1=[O:32])([CH3:10])([CH3:8])[CH3:9] |f:0.1|. Procedure: In substantially the same manner as in Reference Example 2, the title compound was synthesized using (S)-3-(4-t-butoxycarbonylaminobutyl)-2-oxopiperazine-1-acetic acid t-butyl ester oxalate and N-Z-Tyr(OMe)-OH.